This data is from the Open Reaction Database (ORD), a public repository of structured organic reaction records. The task is: describe an organic reaction: reactants, conditions, products, and yield The reactants are CS(=O)(=O)Cl, CO, [H][H], O=[N+]([O-])c1ccc(OCCBr)cc1, O. Product: CS(=O)(=O)Nc1ccc(OCCBr)cc1. Reaction SMILES: [CH3:14][S:15]([Cl:16])(=[O:17])=[O:18].[CH3:20][OH:21].[H:22][H:23].[N+:1]([O-:2])(=[O:3])[c:4]1[cH:5][cH:6][c:7]([O:8][CH2:9][CH2:10][Br:11])[cH:12][cH:13]1.[OH2:19]>>[NH:1]([c:4]1[cH:5][cH:6][c:7]([O:8][CH2:9][CH2:10][Br:11])[cH:12][cH:13]1)[S:15]([CH3:14])(=[O:17])=[O:18]. Starting materials: aldehyde, OC1=CC=2C=3C4=C(C(=CC3NC2C=C1)I)C(NC4=O)=O (9-hydroxy-4-iodopyrrolo[3,4-c]carbazole-1,3(2H,6H)-dione), [Cl-].[N+](=O)([O-])C1=C(C[P+](C2=CC=CC=C2)(C2=CC=CC=C2)C2=CC=CC=C2)C=CC=C1 ((2-nitrobenzyl)(triphenyl)phosphonium chloride), [Li+].CC(C)[N-]C(C)C (LDA). Conditions: time 5 hour. Product: COC=1C=C2C=C(NC2=CC1)\C=C\C1=C(C=CC=C1)[N+](=O)[O-] (5-Methoxy-2-[(E)-2-(2-nitrophenyl)ethenyl]-1H-indole). Reaction SMILES: [OH:1][C:2]1[CH:14]=[CH:13][C:12]2[NH:11][C:10]3[CH:9]=C(I)C4C(=O)NC(=O)C=4[C:5]=3[C:4]=2[CH:3]=1.[Cl-].[N+:22]([C:25]1[CH:50]=[CH:49][CH:48]=[CH:47][C:26]=1[CH2:27][P+](C1C=CC=CC=1)(C1C=CC=CC=1)C1C=CC=CC=1)([O-:24])=[O:23].[Li+].[CH3:52]C([N-]C(C)C)C>>[CH3:52][O:1][C:2]1[CH:3]=[C:4]2[C:12](=[CH:13][CH:14]=1)[NH:11][C:10](/[CH:9]=[CH:27]/[C:26]1[CH:47]=[CH:48][CH:49]=[CH:50][C:25]=1[N+:22]([O-:24])=[O:23])=[CH:5]2 |f:1.2,3.4|. Procedure details: The 5-methoxy-1H-indole-2-carbaldehyde (1) was reacted with (2-nitrobenzyl)(triphenyl)phosphonium chloride using the procedure described in example 37, except that the ratio of LDA:aldehyde was 1.37:1 and the reaction time was 5 h, to give (after crystallisation from CH2Cl2/hexane) the diene (536) as red-orange crystals (the pure E isomer) (47%), mp 136–138° C. 1H NMR (CDCl3) δ 8.25 (br s, 1H), 7.98 (dd, J=8.2, 1.2 Hz, 1H), 7.78 (dd, J=7.9, 1.0 Hz, 1H), 7.61 (td, J=7.6, 0.9 Hz, 1H), 7.41 (d, J=1... Starting materials: O=CO, Cc1ccc(C(=O)O)cc1N, O. Product: Cc1ccc(C(=O)O)cc1NC=O. RXN SMILES: [CH:12](=[O:13])[OH:14].[NH2:1][c:2]1[cH:3][c:4]([C:5](=[O:6])[OH:7])[cH:8][cH:9][c:10]1[CH3:11].[OH2:15]>>[NH:1]([c:2]1[cH:3][c:4]([C:5](=[O:6])[OH:7])[cH:8][cH:9][c:10]1[CH3:11])[CH:12]=[O:13]. Reactants: P(=O)([O-])([O-])[O-].[K+].[K+].[K+] (potassium phosphate), N[C@@H]1[C@H](CCCC1)N ((1S,2S)-(+)-1,2-diaminocyclohexane), C(C1=CC=CC=C1)OC1=C(C=CC(=C1)Br)F (2-benzyloxy-4-bromo-1-fluoro-benzene), CC1=NNC=C1 (3-methyl-1H-pyrazole). The reagents and catalysts are [Cu]I (copper (I) iodide). Solvent: O (water), CCOC(=O)C (EtOAc), O1CCOCC1 (1,4-dioxane). Reaction conditions: temperature 200 celsius. The product is C(C1=CC=CC=C1)OC=1C=C(C=CC1F)N1N=C(C=C1)C (1-(3-benzyloxy-4-fluoro-phenyl)-3-methyl-pyrazole). Isolated yield 23.0%. Reaction SMILES: [CH2:1]([O:8][C:9]1[CH:14]=[C:13](Br)[CH:12]=[CH:11][C:10]=1[F:16])[C:2]1[CH:7]=[CH:6][CH:5]=[CH:4][CH:3]=1.[CH3:17][C:18]1[CH:22]=[CH:21][NH:20][N:19]=1.P([O-])([O-])([O-])=O.[K+].[K+].[K+].N[C@H]1CCCC[C@@H]1N>O1CCOCC1.O.CCOC(C)=O.[Cu]I>[CH2:1]([O:8][C:9]1[CH:14]=[C:13]([N:20]2[CH:21]=[CH:22][C:18]([CH3:17])=[N:19]2)[CH:12]=[CH:11][C:10]=1[F:16])[C:2]1[CH:7]=[CH:6][CH:5]=[CH:4][CH:3]=1 |f:2.3.4.5|. Procedure details: To a microwave vial containing 2-benzyloxy-4-bromo-1-fluoro-benzene [CAS: 1036724-54-5](1500 mg, 5.34 mmol) and 3-methyl-1H-pyrazole (525.68 mg, 6.4 mmol) in 1,4-dioxane (10 mL) was added copper (I) iodide (101.62 mg, 0.5300 mmol), potassium phosphate (2265.26 mg, 10.67 mmol), and (1S,2S)-(+)-1,2-diaminocyclohexane (60.93 mg, 0.5300 mmol). The vial was sealed and heated in a microwave at 200° C. for 2 h 30 minutes. The reaction was diluted with water (50 mL) and EtOAc (30 mL), and the organics w...